Dataset: the Open Reaction Database (ORD), a public repository of structured organic reaction records. Task: describe an organic reaction: reactants, conditions, products, and yield The reactants are CCOC(=O)N(Cc1ccccc1)c1cc(-n2cccn2)nc(N)c1[N+](=O)[O-], CO. Product: CCOC(=O)N(Cc1ccccc1)c1cc(-n2cccn2)nc(N)c1N. As a reaction SMILES: [CH2:1]([CH3:2])[O:3][C:4]([N:5]([CH2:6][c:7]1[cH:8][cH:9][cH:10][cH:11][cH:12]1)[c:13]1[c:14]([N+:25]([O-:26])=[O:27])[c:15]([NH2:24])[n:16][c:17](-[n:19]2[n:20][cH:21][cH:22][cH:23]2)[cH:18]1)=[O:28].[CH3:29][OH:30]>>[CH2:1]([CH3:2])[O:3][C:4]([N:5]([CH2:6][c:7]1[cH:8][cH:9][cH:10][cH:11][cH:12]1)[c:13]1[c:14]([NH2:25])[c:15]([NH2:24])[n:16][c:17](-[n:19]2[n:20][cH:21][cH:22][cH:23]2)[cH:18]1)=[O:28].